Task: describe an organic reaction: reactants, conditions, products, and yield. Dataset: the Open Reaction Database (ORD), a public repository of structured organic reaction records Reactants: C([O-])(O)=O.[Na+] (sodium bicarbonate), NC1=C(C(=NN1)C1=CC=C(C=C1)F)C1=CC=NC=C1 (5-amino-3-(4-fluorophenyl)-4-(pyridin-4-yl)pyrazole), Cl (hydrochloric acid), COC(CC(OC)OC)OC (1,1,3,3-tetramethoxypropane). The reagents and catalysts are [Cl-].[Zn+2].[Cl-] (zinc chloride). The solvent is C(C)O (ethanol). Product: FC1=CC=C(C=C1)C1=NN2C(N=CC=C2)=C1C1=CC=NC=C1 (2-(4-fluorophenyl)-3-(pyridin-4-yl)pyrazolo[1,5-a]pyrimidine). The yield is 87.6%. RXN SMILES: [NH2:1][C:2]1[NH:6][N:5]=[C:4]([C:7]2[CH:12]=[CH:11][C:10]([F:13])=[CH:9][CH:8]=2)[C:3]=1[C:14]1[CH:19]=[CH:18][N:17]=[CH:16][CH:15]=1.Cl.CO[CH:23](OC)[CH2:24][CH:25](OC)OC.C(=O)(O)[O-].[Na+]>C(O)C.[Cl-].[Zn+2].[Cl-]>[F:13][C:10]1[CH:11]=[CH:12][C:7]([C:4]2[C:3]([C:14]3[CH:19]=[CH:18][N:17]=[CH:16][CH:15]=3)=[C:2]3[N:1]=[CH:23][CH:24]=[CH:25][N:6]3[N:5]=2)=[CH:8][CH:9]=1 |f:3.4,6.7.8|. Reported procedure: To a solution of 5-amino-3-(4-fluorophenyl)-4-(pyridin-4-yl)pyrazole (102 mg) in ethanol (3 ml) were added concentrated hydrochloric acid (50 μl ), zinc chloride (27 mg) and 1,1,3,3-tetramethoxypropane (72 mg) in that order. The mixture was refluxed for one hour, cooled, and poured into an aqueous saturated sodium bicarbonate solution. The separated oil was extracted with dichloromethane. The extract was washed with brine, dried and concentrated in vacuo. The residue was crystallized from a mixt...